From a dataset of the Open Reaction Database (ORD), a public repository of structured organic reaction records. describe an organic reaction: reactants, conditions, products, and yield Reactants: COc2ccc1ccccc1c2 (substrate), c4ccc([B-](c1ccccc1)(c2ccccc2)c3ccccc3)cc4.[Na+] (effective_coupling_partner). Reagents/catalysts: PCy3. Reaction conditions: temperature 80 celsius, time 12 hour. The product is c3ccc(c2ccc1ccccc1c2)cc3. Starting materials: N1[C@@H](CC2=CC=CC=C12)C(=O)O ((2S)-2,3-dihydroindole-2-carboxylic acid), S(=O)(Cl)Cl (thionyl chloride), C(C)(C)O (isopropyl alcohol). The product is C(C)(C)OC(=O)[C@H]1NC2=CC=CC=C2C1 ((2S)-2,3-Dihydro-1H-indole-2-carboxylic acid isopropyl ester). Isolated yield 89.0%. RXN SMILES: [NH:1]1[C:9]2[C:4](=[CH:5][CH:6]=[CH:7][CH:8]=2)[CH2:3][C@H:2]1[C:10]([OH:12])=[O:11].S(Cl)(Cl)=O.[CH:17](O)([CH3:19])[CH3:18]>>[CH:17]([O:11][C:10]([C@@H:2]1[CH2:3][C:4]2[C:9](=[CH:8][CH:7]=[CH:6][CH:5]=2)[NH:1]1)=[O:12])([CH3:19])[CH3:18]. Procedure details: To the solution of (2S)-2,3-dihydroindole-2-carboxylic acid (163 mg, 1.0 mmol) in isopropyl alcohol (40 mL), was added thionyl chloride (0.1 mL) slowly. The reaction mixture was heated at reflux for 4 hr with stirring. After cooling, all volatiles were removed under reduced pressure. To the residue saturated aqueous solution of NaHCO3 (10 mL) was added, which was extracted with ethyl acetate (10 mL×3). The extracts were dried (Na2SO4), filtered, and concentrated under reduced pressure. The resid... Product: Cl.Cl.NC1CCN(CC1)C[C@@H]1CN2C(C=CC=3C=CC(N1C23)=O)=O ((1R)-1-[(4-amino-1-piperidinyl)methyl]-1,2-dihydro-4H,9H-imidazo[1,2,3-ij]-1,8-naphthyridine-4,9-dione dihydrochloride). Yield: 114.2%. Run in C(Cl)(Cl)Cl (CHCl3). Reaction SMILES: [O:1]=[C:2]1[CH:11]=[CH:10][C:9]2[CH:8]=[CH:7][C:6](=[O:12])[N:5]3[C@H:13]([CH2:15][N:16]4[CH2:21][CH2:20][CH:19]([NH:22]C(=O)OC(C)(C)C)[CH2:18][CH2:17]4)[CH2:14][N:3]1[C:4]=23.[ClH:30].CO>C(Cl)(Cl)Cl>[ClH:30].[ClH:30].[NH2:22][CH:19]1[CH2:18][CH2:17][N:16]([CH2:15][C@H:13]2[N:5]3[C:4]4[N:3]([C:2](=[O:1])[CH:11]=[CH:10][C:9]=4[CH:8]=[CH:7][C:6]3=[O:12])[CH2:14]2)[CH2:21][CH2:20]1 |f:4.5.6|. The reactants are O=C1N2C=3N(C(C=CC3C=C1)=O)[C@@H](C2)CN2CCC(CC2)NC(OC(C)(C)C)=O (1,1-dimethylethyl (1-{[(1R)-4,9-dioxo-1,2-dihydro-4H,9H-imidazo[1,2,3-ij]-1,8-naphthyridin-1-yl]methyl}-4-piperidinyl)carbamate), CO (MeOH), Example 1 ( i ), Cl (HCl). Procedure details: A solution of 1,1-dimethylethyl (1-{[(1R)-4,9-dioxo-1,2-dihydro-4H,9H-imidazo[1,2,3-ij]-1,8-naphthyridin-1-yl]methyl}-4-piperidinyl)carbamate (see Example 1 (i) above) (4.282 g, 10.69 mmol) in CHCl3 (20 ml) under Ar at room temperature was treated with HCl (4M solution in 1,4-dioxane, 20 ml, 80 mmol) and stirred at rt for 15 min, MeOH (20 ml) was then added. After stirred for 15 min, the reaction was evaporated and triturated with Et2O (20 ml). The obtained solid was dried in vacuo to give (1R)-... Run at time 15 minute. Reactants: CN1Cc2c(Cl)cc(Cl)cc2C(c2ccc(Br)cc2)C1, [K+], [K+], O=C([O-])[O-], O=C(C=Cc1ccccc1)C=Cc1ccccc1, O=C(C=Cc1ccccc1)C=Cc1ccccc1, O=C(C=Cc1ccccc1)C=Cc1ccccc1, [Pd], [Pd], Cc1ccccc1C, SCc1ccccc1. Yields the product CN1Cc2c(Cl)cc(Cl)cc2C(c2ccc(SCc3ccccc3)cc2)C1. As a reaction SMILES: [Br:15][c:16]1[cH:17][cH:18][c:19]([CH:22]2[CH2:23][N:24]([CH3:34])[CH2:25][c:26]3[c:27]([Cl:33])[cH:28][c:29]([Cl:32])[cH:30][c:31]32)[cH:20][cH:21]1.[K+:1].[K+:2].[O-:3][C:4]([O-:5])=[O:6].[O:45]=[C:46]([CH:47]=[CH:48][c:49]1[cH:50][cH:51][cH:52][cH:53][cH:54]1)[CH:55]=[CH:56][c:57]1[cH:58][cH:59][cH:60][cH:61][cH:62]1.[O:63]=[C:64]([CH:65]=[CH:66][c:67]1[cH:68][cH:69][cH:70][cH:71][cH:72]1)[CH:73]=[CH:74][c:75]1[cH:76][cH:77][cH:78][cH:79][cH:80]1.[O:81]=[C:82]([CH:83]=[CH:84][c:85]1[cH:86][cH:87][cH:88][cH:89][cH:90]1)[CH:91]=[CH:92][c:93]1[cH:94][cH:95][cH:96][cH:97][cH:98]1.[Pd:43].[Pd:44].[c:35]1([CH3:36])[c:37]([CH3:38])[cH:39][cH:40][cH:41][cH:42]1.[c:7]1([CH2:13][SH:14])[cH:8][cH:9][cH:10][cH:11][cH:12]1>>[c:7]1([CH2:13][S:14][c:16]2[cH:17][cH:18][c:19]([CH:22]3[CH2:23][N:24]([CH3:34])[CH2:25][c:26]4[c:27]([Cl:33])[cH:28][c:29]([Cl:32])[cH:30][c:31]43)[cH:20][cH:21]2)[cH:8][cH:9][cH:10][cH:11][cH:12]1. The reactants are ClC=1NC=CN1 (chloroimidazole), C(=O)(C(F)(F)F)O (TFA), C(=O)(C(F)(F)F)O (TFA), ClC=1N=C(NC1C1=CC2=CC=C(C=C2C=C1)C1=CC=C(C=C1)C1=C(N=C(N1)[C@H]1N([C@@H]2C[C@@H]2C1)C([C@H](C(C)C)NC(=O)OC)=O)Cl)[C@H]1N([C@@H]2C[C@@H]2C1)C([C@H](C1CCOCC1)NC(OC)=O)=O (methyl ((1S)-2-((1R,3S,5R)-3-(4-chloro-5-(6-(4-(4-chloro-2-((1R,3S,5R)-2-((2S)-2-((methoxycarbonyl)amino)-3-methylbutanoyl)-2-azabicyclo[3.1.0]hex-3-yl)-1H-imidazol-5-yl)phenyl)-2-naphthyl)-1H-imidazol-2-yl)-2-azabicyclo[3.1.0]hex-2-yl)-2-oxo-1-(tetrahydro-2H-pyran-4-yl)ethyl)carbamate). Yields the product C(N)([O-])=O (carbamate), ClC=1N=C(NC1C1=CC=C(C=C1)C1=CC2=CC=C(C=C2C=C1)C=1N=C(NC1)[C@H]1N([C@@H]2C[C@@H]2C1)C([C@H](C1CCOCC1)NC(=O)OC)=O)[C@H]1N([C@@H]2C[C@@H]2C1)C(=O)[C@H](C(C)C)NC(OC)=O (methyl ((1S)-1-(((1R,3S,5R)-3-(4-chloro-5-(4-(6-(2-((1R,3S,5R)-2-((2S)-2-((methoxycarbonyl)amino)-2-(tetrahydro-2H-pyran-4-yl)acetyl)-2-azabicyclo[3.1.0]hex-3-yl)-1H-imidazol-4-yl)-2-naphthyl)phenyl)-1H-imidazol-2-yl)-2-azabicyclo[3.1.0]hex-2-yl)carbonyl)-2-methylpropyl)carbamate). As a reaction SMILES: ClC1NC=CN=1.C(O)(C(F)(F)F)=O.Cl[C:15]1[N:16]=[C:17]([C@@H:59]2[CH2:64][C@@H:63]3[C@@H:61]([CH2:62]3)[N:60]2[C:65](=[O:78])[C@@H:66]([NH:73][C:74](=[O:77])[O:75][CH3:76])[CH:67]2[CH2:72][CH2:71][O:70][CH2:69][CH2:68]2)[NH:18][C:19]=1[C:20]1[CH:29]=[CH:28][C:27]2[C:22](=[CH:23][CH:24]=[C:25]([C:30]3[CH:35]=[CH:34][C:33]([C:36]4[NH:40][C:39]([C@@H:41]5[CH2:46][C@@H:45]6[C@@H:43]([CH2:44]6)[N:42]5[C:47](=[O:57])[C@@H:48]([NH:52][C:53]([O:55][CH3:56])=[O:54])[CH:49]([CH3:51])[CH3:50])=[N:38][C:37]=4[Cl:58])=[CH:32][CH:31]=3)[CH:26]=2)[CH:21]=1>>[C:53](=[O:54])([O-:55])[NH2:52].[Cl:58][C:37]1[N:38]=[C:39]([C@@H:41]2[CH2:46][C@@H:45]3[C@@H:43]([CH2:44]3)[N:42]2[C:47]([C@@H:48]([NH:52][C:53](=[O:54])[O:55][CH3:56])[CH:49]([CH3:50])[CH3:51])=[O:57])[NH:40][C:36]=1[C:33]1[CH:34]=[CH:35][C:30]([C:25]2[CH:24]=[CH:23][C:22]3[C:27](=[CH:28][CH:29]=[C:20]([C:19]4[N:18]=[C:17]([C@@H:59]5[CH2:64][C@@H:63]6[C@@H:61]([CH2:62]6)[N:60]5[C:65](=[O:78])[C@@H:66]([NH:73][C:74]([O:75][CH3:76])=[O:77])[CH:67]5[CH2:68][CH2:69][O:70][CH2:71][CH2:72]5)[NH:16][CH:15]=4)[CH:21]=3)[CH:26]=2)=[CH:31][CH:32]=1. Procedure details: A mixture of two chloroimidazole regioisomers as TFA salts (Examples 68 and 69) (21.4 mg) was isolated from the same reaction that prepared a TFA salt of methyl ((1S)-2-((1R,3S,5R)-3-(4-chloro-5-(6-(4-(4-chloro-2-((1R,3S,5R)-2-((2S)-2-((methoxycarbonyl)amino)-3-methylbutanoyl)-2-azabicyclo[3.1.0]hex-3-yl)-1H-imidazol-5-yl)phenyl)-2-naphthyl)-1H-imidazol-2-yl)-2-azabicyclo[3.1.0]hex-2-yl)-2-oxo-1-(tetrahydro-2H-pyran-4-yl)ethyl)carbamate (Example 64). The two regioisomeric compounds were separate... The reactants are BrC1=CC=C(C(=C1)NCC=1C=NC=C(C1)F)N (5-bromo-N1-((5-fluoropyridin-3-yl)methyl)benzene-1,2-diamine), C(=O)O (formic acid). The product is BrC=1C=CC2=C(N(C=N2)CC=2C=NC=C(C2)F)C1 (6-bromo-1-((5-fluoropyridin-3-yl)methyl)-1H-benzo[d]imidazole). RXN SMILES: [Br:1][C:2]1[CH:7]=[C:6]([NH:8][CH2:9][C:10]2[CH:11]=[N:12][CH:13]=[C:14]([F:16])[CH:15]=2)[C:5]([NH2:17])=[CH:4][CH:3]=1.[CH:18](O)=O>>[Br:1][C:2]1[CH:3]=[CH:4][C:5]2[N:17]=[CH:18][N:8]([CH2:9][C:10]3[CH:11]=[N:12][CH:13]=[C:14]([F:16])[CH:15]=3)[C:6]=2[CH:7]=1. Reported procedure: A solution of Example 12B (1.615 g, 5.45 mmol) in formic acid (4.53 mL, 120 mmol) was heated at 95° C. for 1 hour. After cooling, the mixture was concentrated and dissolved in ethyl acetate. The mixture was washed with 10% aqueous potassium carbonate and brine, dried over magnesium sulfate, filtered and concentrated. Purification by silica gel flash chromatography (Isco®, Redi-Sep® column) eluting with a gradient of 50-100% ethyl acetate/hexane then 10% 2:1 methanol/water in ethyl acetate, follo... The reactants are zirconia, ( a ), CC(=O)C(C(=O)NC1=CC2=C(C=C1)NC(=O)N2)N=NC3=CC=CC=C3C(=O)O (C.I. pigment yellow 151), ( a ), [OH-].[Na+] (sodium hydroxide). Run in O (water), O (water), O (water), O (water), O (water). Reaction conditions: time 5 hour. Yields the product N=1C(N=C2C1C=CC=C2)=O (Benzimidazolone). Reaction SMILES: CC(C(N=NC1C(C(O)=O)=CC=CC=1)C(N[C:8]1[CH:13]=[CH:12][C:11]2[NH:14][C:15]([NH:17][C:10]=2[CH:9]=1)=[O:16])=O)=O.[OH-].[Na+]>O>[N:14]1[C:15](=[O:16])[N:17]=[C:10]2[CH:9]=[CH:8][CH:13]=[CH:12][C:11]=12 |f:1.2|. Reported procedure: 130 g of the aqueous dispersion of the pigment derivative (a) and 30 g of deionized water were mixed with 20 g of C.I. pigment yellow 151 having an average primary particle diameter of 80 nm (in which the content of metal ions having a valence of at least 2 was 270 ppm), a 1% sodium hydroxide aqueous solution was added so as to adjust the pH of a mixture liquid to 9.0, and the mixture liquid was dispersed with a paint shaker in the presence of zirconia beads as media for approximately 5 hours, t... Starting materials: FC(C1=CC=C(C=C1)S(=O)(=O)Cl)(F)F (4-(trifluoromethyl)benzenesulphonyl chloride), O (Water), C(C)(=O)OCC (ethyl acetate), C(C=1C(O)=CC=CC1)=O (Salicylaldehyde). The solvent is N1=CC=CC=C1 (pyridine). Run at time 8 hour. Yields the product FC(C1=CC=C(C=C1)S(=O)(=O)OC1=C(C=CC=C1)C=O)(F)F (2-formylphenyl 4-(trifluoromethyl)benzenesulfonate). Yield: 52.3%. Reaction SMILES: [F:1][C:2]([F:14])([F:13])[C:3]1[CH:8]=[CH:7][C:6]([S:9](Cl)(=[O:11])=[O:10])=[CH:5][CH:4]=1.[CH:15](=[O:23])[C:16]1[C:17](=[CH:19][CH:20]=[CH:21][CH:22]=1)[OH:18].O.C(OCC)(=O)C>N1C=CC=CC=1>[F:1][C:2]([F:14])([F:13])[C:3]1[CH:8]=[CH:7][C:6]([S:9]([O:18][C:17]2[CH:19]=[CH:20][CH:21]=[CH:22][C:16]=2[CH:15]=[O:23])(=[O:11])=[O:10])=[CH:5][CH:4]=1. Reported procedure: A solution of 4-(trifluoromethyl)benzenesulphonyl chloride (2.4 g, 9.84 mmol) in pyridine (40 mL) is cooled to 0° C. Salicylaldehyde (1.44 g, 11.8 mmol) is added and stirred overnight. Water and ethyl acetate are added to the reaction and shaken. The organic layer is washed with dilute HCl (0.1 N×2), H2O, bicarbonate solution, H2O and dried with sodium sulfate. The organic layer is evaporated to dryness to give a yellow solid, which is recrystallized from ether/hexane to give 2-formylphenyl 4-(t... The reactants are N(=NC(=O)OC(C)(C)C)C(=O)OC(C)(C)C (di-tert-butyl azodicarboxylate), BrC1=CC=C2CCC(C2=C1)CC (6-bromo-1-ethyl-indan), C(C)(C)(C)[Li] (t-butyllithium), C(=O)=O.CC(=O)C (dry ice acetone), C(=O)=O.CC(=O)C (dry ice acetone). Solvent: O1CCCC1 (tetrahydrofuran), O1CCCC1 (tetrahydrofuran), C1CCCCC1 (cyclohexane). Run at time 18 hour. The product is C(C)C1CCC2=CC=C(C=C12)N(NC(=O)OC(C)(C)C)C(=O)OC(C)(C)C (di-tert-butyl 1-(3-ethyl-2,3-dihydro-1H-inden-5-yl)hydrazine-1,2-dicarboxylate). Isolated yield 81.5%. Reaction SMILES: Br[C:2]1[CH:10]=[C:9]2[C:5]([CH2:6][CH2:7][CH:8]2[CH2:11][CH3:12])=[CH:4][CH:3]=1.C([Li])(C)(C)C.C(=O)=O.CC(C)=O.[N:25]([C:34]([O:36][C:37]([CH3:40])([CH3:39])[CH3:38])=[O:35])=[N:26][C:27]([O:29][C:30]([CH3:33])([CH3:32])[CH3:31])=[O:28]>O1CCCC1.C1CCCCC1>[CH2:11]([CH:8]1[C:9]2[C:5](=[CH:4][CH:3]=[C:2]([N:25]([C:34]([O:36][C:37]([CH3:40])([CH3:39])[CH3:38])=[O:35])[NH:26][C:27]([O:29][C:30]([CH3:31])([CH3:32])[CH3:33])=[O:28])[CH:10]=2)[CH2:6][CH2:7]1)[CH3:12] |f:2.3|. Procedure details: Upon cooling by a dry ice-acetone bath, a solution of 6-bromo-1-ethyl-indan 41b (2.52 g, 11.2 mmol) in 15 mL of tetrahydrofuran was added dropwise to a solution of t-butyllithium in cyclohexane (18.1 mL, 1.3 N) under argon atmosphere. Upon completion of the addition, the mixture was stirred for 2 hours in the dry ice-acetone bath. A solution of di-tert-butyl azodicarboxylate in 15 mL of tetrahydrofuran was added dropwise to the above mixture at the same temperature. Upon completion of the additi... The reactants are CC1NC(=O)NN=C1c1ccc(N)cc1, O=C=Nc1ccccc1. Product: CC1NC(=O)NN=C1c1ccc(NC(=O)Nc2ccccc2)cc1. As a reaction SMILES: [NH2:1][c:2]1[cH:3][cH:4][c:5]([C:8]2=[N:13][NH:12][C:11](=[O:14])[NH:10][CH:9]2[CH3:15])[cH:6][cH:7]1.[O:16]=[C:17]=[N:18][c:19]1[cH:20][cH:21][cH:22][cH:23][cH:24]1>>[NH:1]([c:2]1[cH:3][cH:4][c:5]([C:8]2=[N:13][NH:12][C:11](=[O:14])[NH:10][CH:9]2[CH3:15])[cH:6][cH:7]1)[C:17](=[O:16])[NH:18][c:19]1[cH:20][cH:21][cH:22][cH:23][cH:24]1.